This data is from the Open Reaction Database (ORD), a public repository of structured organic reaction records. The task is: describe an organic reaction: reactants, conditions, products, and yield The reactants are CC1=C(SC=C1C)C(CNC(C)C)O (1-(3-methyl-4-methylthiophenyl)-2-isopropylaminoethanol), O=C([C@H](O)[C@@H](O)[C@H](O)[C@H](O)CO)O (gluconic acid), salt. Solvent: O (water), O (water), O (water). Yields the product O=C([C@H](O)[C@@H](O)[C@H](O)[C@H](O)CO)OC(CNC(C)C)C=1SC=C(C1C)C (1-(3-Methyl-4-methylthiophenyl)-2-isopropylaminoethanol gluconate). As a reaction SMILES: [CH3:1][C:2]1[C:6]([CH3:7])=[CH:5][S:4][C:3]=1[CH:8]([OH:14])[CH2:9][NH:10][CH:11]([CH3:13])[CH3:12].[O:15]=[C:16](O)[C@@H:17]([C@H:19]([C@@H:21]([C@@H:23]([CH2:25][OH:26])[OH:24])[OH:22])[OH:20])[OH:18]>O>[O:15]=[C:16]([O:14][CH:8]([C:3]1[S:4][CH:5]=[C:6]([CH3:7])[C:2]=1[CH3:1])[CH2:9][NH:10][CH:11]([CH3:12])[CH3:13])[C@@H:17]([C@H:19]([C@@H:21]([C@@H:23]([CH2:25][OH:26])[OH:24])[OH:22])[OH:20])[OH:18]. Procedure: To 1.20 g of 1-(3-methyl-4-methylthiophenyl)-2-isopropylaminoethanol in 40 ml of water, 1.96 ml of a 50% gluconic acid solution are added. The mixture is heated in water-bath during 1 hour at 70°, then the solution is lyophilised (2.18 g of the salt obtained are soluble in 5 ml of water and give a pH of 4.6). The reactants are OC1=C(C(=O)N(C)C)C=CC=C1 (2-Hydroxy-N,N-dimethylbenzamide), C(=O)([O-])[O-].[K+].[K+] (K2CO3), C(C1=CC=CC=C1)Cl (benzyl chloride). Run in CN(C)C=O (DMF). Conditions: time 10 minute. Yields the product C(C1=CC=CC=C1)OC1=C(C(=O)N(C)C)C=CC=C1 (2-(Benzyloxy)-N,N-dimethylbenzamide). As a reaction SMILES: [OH:1][C:2]1[CH:12]=[CH:11][CH:10]=[CH:9][C:3]=1[C:4]([N:6]([CH3:8])[CH3:7])=[O:5].C([O-])([O-])=O.[K+].[K+].[CH2:19](Cl)[C:20]1[CH:25]=[CH:24][CH:23]=[CH:22][CH:21]=1>CN(C=O)C>[CH2:19]([O:1][C:2]1[CH:12]=[CH:11][CH:10]=[CH:9][C:3]=1[C:4]([N:6]([CH3:8])[CH3:7])=[O:5])[C:20]1[CH:25]=[CH:24][CH:23]=[CH:22][CH:21]=1 |f:1.2.3|. Procedure: In an argon atmosphere, a mixture of 6.55 g (39.7 mmol) of 15, 10.9 g (79.3 mmol) of K2CO3, 1.0 g (5.94 mmol) of KI and 80 mL of anhydrous DMF was stirred for 10 min at room temperature. After that 7.52 g (59.5 mmol) of benzyl chloride was added in one portion. The resulting mixture was stirred for 2 hr at 70° C. and then evaporated to dryness. To the residue, 70 mL of water and 30 mL of dichloromethane were added. The organic layer was separated, and the aqueous layer was washed by 2×50 mL of d... The reactants are COC1=C(C=CC=C1)C1CC(CC(C1)=O)=O (5-(2-methoxyphenyl)-1,3-cyclohexanedione), C(C)(=O)O (acetic acid), CN(C)C1=NC=CC=C1 (dimethylaminopyridine), C1(CCCCC1)N=C=NC1CCCCC1 (dicyclohexylcarbodiimide). The solvent is CN(C=O)C (dimethylformamide). Conditions: time 15 hour. Product: C(C)(=O)C1C(CC(CC1=O)C1=C(C=CC=C1)OC)=O (2-acetyl-5-(2-methoxyphenyl)cyclohexane-1,3-dione). Yield: 83.8%. Reaction SMILES: [CH3:1][O:2][C:3]1[CH:8]=[CH:7][CH:6]=[CH:5][C:4]=1[CH:9]1[CH2:14][C:13](=[O:15])[CH2:12][C:11](=[O:16])[CH2:10]1.[C:17](O)(=[O:19])[CH3:18].CN(C1C=CC=CN=1)C.C1(N=C=NC2CCCCC2)CCCCC1>CN(C)C=O>[C:17]([CH:12]1[C:11](=[O:16])[CH2:10][CH:9]([C:4]2[CH:5]=[CH:6][CH:7]=[CH:8][C:3]=2[O:2][CH3:1])[CH2:14][C:13]1=[O:15])(=[O:19])[CH3:18]. Reported procedure: To a solution of 5-(2-methoxyphenyl)-1,3-cyclohexanedione (2.0 g), acetic acid (0.99 g) and dimethylaminopyridine (1.7 g) in dimethylformamide (100 ml) was added dicyclohexylcarbodiimide (2.5 g), and the mixture was stirred at room temperature for 15 hours. Under reduced pressure, the solvent was evaporated, and to the residue was added ethyl acetate. The solution was washed with potassium hydrogen sulfate solution and water, and to the solution was added 1N sodium hydroxide solution. The aqueou...